This data is from the Open Reaction Database (ORD), a public repository of structured organic reaction records. The task is: describe an organic reaction: reactants, conditions, products, and yield The solvent is C1CCOC1 (THF), C1CCOC1 (THF). Isolated yield 80.5%. The reactants are C[Si](C)(C)CC(=O)OC (methyl (trimethylsilyl)acetate), [Si](C)(C)(C(C)(C)C)OC=1C(=C(C=CC1)C(CC1CC1)=O)F (1-(3-(tert-Butyldimethylsilyloxy)-2-fluorophenyl)-2-cyclopropylethanone), C(C)(C)[N-]C(C)C.[Li+] (lithium diisopropylamide). Run at temperature -78 celsius, time 15 minute. Reported procedure: A 25 mL round bottom flask was cooled to −78° C. under N2 and charged with THF (2 mL) and lithium diisopropylamide (2.0 M in heptane/THF/ethylbenzene) (2.1 mL, 4.1 mmol) (available from Aldrich). To the cold, brown solution was added methyl (trimethylsilyl)acetate (0.61 mL, 3.7 mmol) (available from Aldrich) dropwise. The orange mixture was stirred for 15 minutes, and to it was added a solution of 84.C (0.46 g, 1.5 mmol) in THF (2 mL) dropwise. The mixture was stirred for 30 minutes at −78° C., ... As a reaction SMILES: C([N-]C(C)C)(C)C.[Li+].C[Si]([CH2:13][C:14]([O:16][CH3:17])=[O:15])(C)C.[Si:18]([O:25][C:26]1[C:27]([F:38])=[C:28]([C:32](=O)[CH2:33][CH:34]2[CH2:36][CH2:35]2)[CH:29]=[CH:30][CH:31]=1)([C:21]([CH3:24])([CH3:23])[CH3:22])([CH3:20])[CH3:19]>C1COCC1>[Si:18]([O:25][C:26]1[C:27]([F:38])=[C:28]([C:32]([CH2:33][CH:34]2[CH2:36][CH2:35]2)=[CH:13][C:14]([O:16][CH3:17])=[O:15])[CH:29]=[CH:30][CH:31]=1)([C:21]([CH3:24])([CH3:23])[CH3:22])([CH3:20])[CH3:19] |f:0.1|. Yields the product [Si](C)(C)(C(C)(C)C)OC=1C(=C(C=CC1)C(=CC(=O)OC)CC1CC1)F (Methyl 3-(3-(tert-butyldimethylsilyloxy)-2-fluorophenyl)-4-cyclopropylbut-2-enoate).